From a dataset of the Open Reaction Database (ORD), a public repository of structured organic reaction records. describe an organic reaction: reactants, conditions, products, and yield Starting materials: [Si](C)(C)(C(C)(C)C)Cl (tert-Butyidimethylsilyl chloride), OC1CCN(CC1)C(=O)N1C=NC=C1 ((4-hydroxy-piperidin-1-yl)-imidazol-1-yl-methanone). Run in CN(C=O)C (dimethylformamide). Conditions: time 3 day. The product is C(C)(C)(C)[Si](OC1CCN(CC1)C(=O)N1C=NC=C1)(C)C ([4-(tert-Butyl-dimethyl-silanyloxy)-piperidin-1-yl]-imidazol-1-yl-methanone). As a reaction SMILES: [Si:1](Cl)([C:4]([CH3:7])([CH3:6])[CH3:5])([CH3:3])[CH3:2].[OH:9][CH:10]1[CH2:15][CH2:14][N:13]([C:16]([N:18]2[CH:22]=[CH:21][N:20]=[CH:19]2)=[O:17])[CH2:12][CH2:11]1>CN(C)C=O>[C:4]([Si:1]([CH3:3])([CH3:2])[O:9][CH:10]1[CH2:15][CH2:14][N:13]([C:16]([N:18]2[CH:22]=[CH:21][N:20]=[CH:19]2)=[O:17])[CH2:12][CH2:11]1)([CH3:7])([CH3:6])[CH3:5]. Reported procedure: tert-Butyidimethylsilyl chloride (30.14 g, 0.20 mol) was added to a stirred solution of (4-hydroxy-piperidin-1-yl)-imidazol-1-yl-methanone (39.05 g, 0.20 mol) in dimethylformamide (200 mL). After stirring for 3 days at room temperature, the solvent was removed by evaporation in vacuo. The residue was redissolved in dichloromethane, extracted twice with water, dried over sodium sulphate, filtered and evaporated in vacuo, yielding the title compound, which was used without further purification. Starting materials: [BH4-], CO, NC1CC1, CC(=O)NCc1ccc(Cl)c(C=O)c1, [Na+]. Yields the product CC(=O)NCc1ccc(Cl)c(CNC2CC2)c1. As a reaction SMILES: [BH4-:19].[CH3:21][OH:22].[CH:15]1([NH2:18])[CH2:16][CH2:17]1.[Cl:1][c:2]1[c:3]([CH:13]=[O:14])[cH:4][c:5]([CH2:6][NH:7][C:8]([CH3:9])=[O:10])[cH:11][cH:12]1.[Na+:20]>>[Cl:1][c:2]1[c:3]([CH2:13][NH:18][CH:15]2[CH2:16][CH2:17]2)[cH:4][c:5]([CH2:6][NH:7][C:8]([CH3:9])=[O:10])[cH:11][cH:12]1. The reactants are O (Water), FC1=C(C=C(C#N)C=C1)C (4-Fluoro-3-methylbenzonitrile), C([O-])([O-])=O.[Cs+].[Cs+] (cesium carbonate), FC(C1=NNC2=NC=CC(=C21)C=2C=NC1=CC=CC=C1C2)(F)F (3-{3-(Trifluoromethyl)-1H-pyrazolo[3,4-b]pyridin-4-yl}quinoline). The solvent is CN1C(CCC1)=O (1-methyl-2-pyrrolidone), CN1CCCC1=O (NMP). Conditions: temperature 120 celsius, time 60 hour. Product: CC=1C=C(C#N)C=CC1N1N=C(C=2C1=NC=CC2C=2C=NC1=CC=CC=C1C2)C(F)(F)F (3-methyl-4-{4-(quinolin-3-yl)-3-(trifluoromethyl)-1H-pyrazolo[3,4-b]pyridin-1-yl}benzonitrile). Yield: 11.0%. RXN SMILES: F[C:2]1[CH:9]=[CH:8][C:5]([C:6]#[N:7])=[CH:4][C:3]=1[CH3:10].C(=O)([O-])[O-].[Cs+].[Cs+].[F:17][C:18]([F:39])([F:38])[C:19]1[C:27]2[C:22](=[N:23][CH:24]=[CH:25][C:26]=2[C:28]2[CH:29]=[N:30][C:31]3[C:36]([CH:37]=2)=[CH:35][CH:34]=[CH:33][CH:32]=3)[NH:21][N:20]=1.O>CN1CCCC1=O>[CH3:10][C:3]1[CH:4]=[C:5]([CH:8]=[CH:9][C:2]=1[N:21]1[C:22]2=[N:23][CH:24]=[CH:25][C:26]([C:28]3[CH:29]=[N:30][C:31]4[C:36]([CH:37]=3)=[CH:35][CH:34]=[CH:33][CH:32]=4)=[C:27]2[C:19]([C:18]([F:17])([F:39])[F:38])=[N:20]1)[C:6]#[N:7] |f:1.2.3|. Procedure details: 4-Fluoro-3-methylbenzonitrile (0.052 g) and cesium carbonate (0.150 g) were added to a solution of compound (1d) (0.092 g) in 1-methyl-2-pyrrolidone (hereinafter referred to as NMP) (1.0 mL), followed by stirring at 120° C. for 60 hr. Water was added to the reaction solution, and the precipitate was collected by filtration and was washed by sprinkling water to obtain 3-methyl-4-{4-(quinolin-3-yl)-3-(trifluoromethyl)-1H-pyrazolo[3,4-b]pyridin-1-yl}benzonitrile (11%). According to Example 1(7), co... The reactants are C(C1=CC=CC=C1)OC1=CC=C(C=C1)CCC(CC(=O)O)(C(C)C)O (3-[2-(4-benzyloxy-phenyl)-ethyl]-3-hydroxy-4-methyl-pentanoic acid), H2 SO4, CO (MeOH). Product: COC(CC(C(C)C)(O)CCC1=CC=C(C=C1)OCC1=CC=CC=C1)=O (3-[2-(4-Benzyloxy-phenyl)-ethyl]-3-hydroxy-4-methyl-pentanoic acid methyl ester). RXN SMILES: [CH2:1]([O:8][C:9]1[CH:14]=[CH:13][C:12]([CH2:15][CH2:16][C:17]([OH:25])([CH:22]([CH3:24])[CH3:23])[CH2:18][C:19]([OH:21])=[O:20])=[CH:11][CH:10]=1)[C:2]1[CH:7]=[CH:6][CH:5]=[CH:4][CH:3]=1.[CH3:26]O>>[CH3:26][O:20][C:19](=[O:21])[CH2:18][C:17]([CH2:16][CH2:15][C:12]1[CH:13]=[CH:14][C:9]([O:8][CH2:1][C:2]2[CH:3]=[CH:4][CH:5]=[CH:6][CH:7]=2)=[CH:10][CH:11]=1)([OH:25])[CH:22]([CH3:23])[CH3:24]. Procedure details: A solution of 3-[2-(4-benzyloxy-phenyl)-ethyl]-3-hydroxy-4-methyl-pentanoic acid from Example RRRR (10.1 g, 29.5 mmol), MeOH (300 mL), and H2 SO4 (0.2 mL) was refluxed for 3 days. The reaction was stripped to dryness and the product was partitioned between ethyl acetate and 5% NaHCO3. The solution was dried (MgSO4), and concentrated to give the title compound. Yield: 52.1%. The solvent is C1CCOC1 (THF), C1CCOC1 (THF). Conditions: time 8 hour. Reported procedure: A mixture of 3-(4-cyclohexylphenyl)pyridin-2-amine (57 mg) in dehydrated THF (5 mL) was added to a mixture of sodium hydride (60%, 45.2 mg) and 2-chloroethanesulfonyl chloride (110 mg) in dehydrated THF (5 mL) under ice-cooling. The reaction mixture was stirred at room temperature overnight, and water was added. The resulting precipitate was collected by filtration, and washed with water and diisopropyl ether to give the title compound (40.3 mg) as a white solid. The obtained solid was crystalli... The reactants are O (water), C1(CCCCC1)C1=CC=C(C=C1)C=1C(=NC=CC1)N (3-(4-cyclohexylphenyl)pyridin-2-amine), [H-].[Na+] (sodium hydride), ClCCS(=O)(=O)Cl (2-chloroethanesulfonyl chloride). Yields the product C1(CCCCC1)C1=CC=C(C=C1)C1=CC=CN2C1=NS(CC2)(=O)=O (9-(4-cyclohexylphenyl)-3,4-dihydropyrido[2,1-c][1,2,4]thiadiazine 2,2-dioxide). RXN SMILES: [CH:1]1([C:7]2[CH:12]=[CH:11][C:10]([C:13]3[C:14]([NH2:19])=[N:15][CH:16]=[CH:17][CH:18]=3)=[CH:9][CH:8]=2)[CH2:6][CH2:5][CH2:4][CH2:3][CH2:2]1.[H-].[Na+].Cl[CH2:23][CH2:24][S:25](Cl)(=[O:27])=[O:26].O>C1COCC1>[CH:1]1([C:7]2[CH:12]=[CH:11][C:10]([C:13]3[C:14]4=[N:19][S:25](=[O:27])(=[O:26])[CH2:24][CH2:23][N:15]4[CH:16]=[CH:17][CH:18]=3)=[CH:9][CH:8]=2)[CH2:2][CH2:3][CH2:4][CH2:5][CH2:6]1 |f:1.2|. Reaction SMILES: [C:1]([CH3:2])([CH3:3])([CH3:4])[c:5]1[cH:6][c:7]([NH:11][C:12](=[O:13])[NH:14][c:15]2[cH:16][cH:17][c:18]([O:21][CH:22]3[CH2:23][CH2:24][N:25]([C:28]([O:29][C:30]([CH3:31])([CH3:32])[CH3:33])=[O:34])[CH2:26][CH2:27]3)[cH:19][cH:20]2)[n:8]([CH3:10])[n:9]1.[Cl:42][CH2:43][Cl:44].[OH:35][C:36]([C:37]([F:38])([F:39])[F:40])=[O:41]>>[C:1]([CH3:2])([CH3:3])([CH3:4])[c:5]1[cH:6][c:7]([NH:11][C:12](=[O:13])[NH:14][c:15]2[cH:16][cH:17][c:18]([O:21][CH:22]3[CH2:23][CH2:24][NH:25][CH2:26][CH2:27]3)[cH:19][cH:20]2)[n:8]([CH3:10])[n:9]1. Product: Cn1nc(C(C)(C)C)cc1NC(=O)Nc1ccc(OC2CCNCC2)cc1. The reactants are Cn1nc(C(C)(C)C)cc1NC(=O)Nc1ccc(OC2CCN(C(=O)OC(C)(C)C)CC2)cc1, ClCCl, O=C(O)C(F)(F)F. Starting materials: CC(C)(C)C1OC(=O)C(c2ccccc2)(C2CCC(=O)C2)O1, CO, [Na+], [OH-]. The product is O=C1CCC(C(O)(C(=O)O)c2ccccc2)C1. As a reaction SMILES: [C:1]([CH:2]1[O:6][C:7]([c:11]2[cH:12][cH:13][cH:14][cH:15][cH:16]2)([CH:17]2[CH2:18][C:19](=[O:22])[CH2:20][CH2:21]2)[C:8](=[O:10])[O:9]1)([CH3:3])([CH3:4])[CH3:5].[CH3:23][OH:24].[Na+:26].[OH-:25]>>[OH:6][C:7]([C:8](=[O:9])[OH:10])([c:11]1[cH:12][cH:13][cH:14][cH:15][cH:16]1)[CH:17]1[CH2:18][C:19](=[O:22])[CH2:20][CH2:21]1.